The task is: describe an organic reaction: reactants, conditions, products, and yield. This data is from the Open Reaction Database (ORD), a public repository of structured organic reaction records. Starting materials: CN(C)CC1=CC=C(C=O)C=C1 (4-dimethylaminomethylbenzaldehyde), C(C)OC(CC(=O)[O-])=O (monoethylmalonate), N1CCCCC1 (piperidine). Solvent: N1=CC=CC=C1 (pyridine). Run at time 5 hour. Yields the product CN(C)CC1=CC=C(C=CC(=O)OCC)C=C1 (ethyl 4-(dimethylaminomethyl)cinnamate), coloured oil. RXN SMILES: [CH3:1][N:2]([CH2:4][C:5]1[CH:12]=[CH:11][C:8]([CH:9]=O)=[CH:7][CH:6]=1)[CH3:3].[CH2:13]([O:15][C:16](=[O:21])[CH2:17]C([O-])=O)[CH3:14].N1CCCCC1>N1C=CC=CC=1>[CH3:1][N:2]([CH2:4][C:5]1[CH:12]=[CH:11][C:8]([CH:9]=[CH:17][C:16]([O:15][CH2:13][CH3:14])=[O:21])=[CH:7][CH:6]=1)[CH3:3]. Procedure details: A mixture of 4-dimethylaminomethylbenzaldehyde (32.64 g), monoethylmalonate (29.07 g), pyridine (100 ml) and piperidine (2 ml) were heated under reflux with stirring for 5 hr. The pyridine was evaporated at reduced pressure, and the oily residue was extracted with diethyl ether. The combined ether extracts were washed with water and dried over magnesium sulphate. The ether was evaporated at reduced pressure to yield ethyl 4-(dimethylaminomethyl)cinnamate as a light straw coloured oil (46.57 g).